This data is from the Open Reaction Database (ORD), a public repository of structured organic reaction records. The task is: describe an organic reaction: reactants, conditions, products, and yield The reactants are CC(=O)O, CCOC(=O)CP(=O)(OCC)OCC, CN(C1CCc2c(C=O)c3ccccc3n2C1)S(=O)(=O)c1ccc(F)cc1, [H-], [Na+], CN(C)C=O. Product: CCOC(=O)C=Cc1c2n(c3ccccc13)CC(N(C)S(=O)(=O)c1ccc(F)cc1)CC2. As a reaction SMILES: [C:44]([OH:45])(=[O:46])[CH3:47].[CH3:1][CH2:2][O:3][C:4](=[O:5])[CH2:6][P:7]([O:8][CH2:9][CH3:10])([O:11][CH2:12][CH3:13])=[O:14].[F:17][c:18]1[cH:19][cH:20][c:21]([S:24](=[O:25])(=[O:26])[N:27]([CH3:28])[CH:29]2[CH2:30][CH2:31][c:32]3[n:33]([c:34]4[cH:35][cH:36][cH:37][cH:38][c:39]4[c:40]3[CH:41]=[O:42])[CH2:43]2)[cH:22][cH:23]1.[H-:16].[Na+:15].[O:48]=[CH:49][N:50]([CH3:51])[CH3:52]>>[CH3:1][CH2:2][O:3][C:4](=[O:5])[CH:6]=[CH:41][c:40]1[c:32]2[n:33]([c:34]3[cH:35][cH:36][cH:37][cH:38][c:39]31)[CH2:43][CH:29]([N:27]([S:24]([c:21]1[cH:20][cH:19][c:18]([F:17])[cH:23][cH:22]1)(=[O:25])=[O:26])[CH3:28])[CH2:30][CH2:31]2.